From a dataset of the Open Reaction Database (ORD), a public repository of structured organic reaction records. describe an organic reaction: reactants, conditions, products, and yield Reactants: CCO, CC(C)=CCCC(C)CC=O, Cl, NO, [Na+], [Na+], O=C([O-])[O-], O. Yields the product CC(C)=CCCC(C)CC=NO. Reaction SMILES: [CH2:21]([OH:22])[CH3:23].[CH3:1][CH:2]([CH2:3][CH:4]=[O:5])[CH2:6][CH2:7][CH:8]=[C:9]([CH3:10])[CH3:11].[ClH:12].[NH2:13][OH:14].[Na+:15].[Na+:16].[O-:17][C:18](=[O:19])[O-:20].[OH2:24]>>[CH3:1][CH:2]([CH2:3][CH:4]=[N:13][OH:14])[CH2:6][CH2:7][CH:8]=[C:9]([CH3:10])[CH3:11]. Yields the product FC(F)(F)c1cc(Cl)c(-n2ncc(C=C(Br)Br)n2)c(Cl)c1. RXN SMILES: [Br-:20].[Br-:21].[C:60]([Br:61])([Br:62])([Br:63])[Br:64].[CH3:87][CH2:88][CH2:89][CH2:90][CH2:91][CH3:92].[Cl:1][c:2]1[c:3](-[n:13]2[n:14][cH:15][c:16]([CH:18]=[O:19])[n:17]2)[c:4]([Cl:12])[cH:5][c:6]([C:8]([F:9])([F:10])[F:11])[cH:7]1.[Cl:84][CH2:85][Cl:86].[c:22]1([PH+:23]([c:24]2[cH:25][cH:26][cH:27][cH:28][cH:29]2)[c:30]2[cH:31][cH:32][cH:33][cH:34][cH:35]2)[cH:36][cH:37][cH:38][cH:39][cH:40]1.[c:41]1([PH+:42]([c:43]2[cH:44][cH:45][cH:46][cH:47][cH:48]2)[c:49]2[cH:50][cH:51][cH:52][cH:53][cH:54]2)[cH:55][cH:56][cH:57][cH:58][cH:59]1.[c:65]1([P:66]([c:67]2[cH:68][cH:69][cH:70][cH:71][cH:72]2)[c:73]2[cH:74][cH:75][cH:76][cH:77][cH:78]2)[cH:79][cH:80][cH:81][cH:82][cH:83]1>>[Cl:1][c:2]1[c:3](-[n:13]2[n:14][cH:15][c:16]([CH:18]=[C:60]([Br:61])[Br:62])[n:17]2)[c:4]([Cl:12])[cH:5][c:6]([C:8]([F:9])([F:10])[F:11])[cH:7]1. Starting materials: [Br-], [Br-], BrC(Br)(Br)Br, CCCCCC, O=Cc1cnn(-c2c(Cl)cc(C(F)(F)F)cc2Cl)n1, ClCCl, c1ccc([PH+](c2ccccc2)c2ccccc2)cc1, c1ccc([PH+](c2ccccc2)c2ccccc2)cc1, c1ccc(P(c2ccccc2)c2ccccc2)cc1.